This data is from the Open Reaction Database (ORD), a public repository of structured organic reaction records. The task is: describe an organic reaction: reactants, conditions, products, and yield Starting materials: CCO, CCN(C(C)C)C(C)C, Cl, CSC(=Nc1ccc(F)c(Br)c1)c1nsnc1N, NO. Product: Nc1nsnc1C(=NO)Nc1ccc(F)c(Br)c1. As a reaction SMILES: [CH3:31][CH2:32][OH:33].[CH:22]([N:23]([CH2:24][CH3:25])[CH:26]([CH3:27])[CH3:28])([CH3:29])[CH3:30].[ClH:19].[NH2:1][c:2]1[c:3]([C:7](=[N:8][c:9]2[cH:10][c:11]([Br:16])[c:12]([F:15])[cH:13][cH:14]2)[S:17][CH3:18])[n:4][s:5][n:6]1.[NH2:20][OH:21]>>[NH2:1][c:2]1[c:3]([C:7]([NH:8][c:9]2[cH:10][c:11]([Br:16])[c:12]([F:15])[cH:13][cH:14]2)=[N:20][OH:21])[n:4][s:5][n:6]1. Reactants: C1CCOC1, C[Si](C)(C)[N-][Si](C)(C)C, Cc1c(Cl)c(S(C)=O)nc2sc(C(=O)NC3CC3)c(N)c12, [Li+], O=C(NCCO)c1ccncc1. Product: Cc1c(Cl)c(OCCNC(=O)c2ccncc2)nc2sc(C(=O)NC3CC3)c(N)c12. Reaction SMILES: [CH2:44]1[O:45][CH2:46][CH2:47][CH2:48]1.[CH3:13][Si:14]([N-:15][Si:16]([CH3:17])([CH3:18])[CH3:19])([CH3:20])[CH3:21].[CH:23]1([NH:26][C:27](=[O:28])[c:29]2[c:30]([NH2:43])[c:31]3[c:32]([n:33][c:34]([S:39]([CH3:40])=[O:41])[c:35]([Cl:38])[c:36]3[CH3:37])[s:42]2)[CH2:24][CH2:25]1.[Li+:22].[OH:1][CH2:2][CH2:3][NH:4][C:5]([c:6]1[cH:7][cH:8][n:9][cH:10][cH:11]1)=[O:12]>>[O:1]([CH2:2][CH2:3][NH:4][C:5]([c:6]1[cH:7][cH:8][n:9][cH:10][cH:11]1)=[O:12])[c:34]1[n:33][c:32]2[c:31]([c:30]([NH2:43])[c:29]([C:27]([NH:26][CH:23]3[CH2:24][CH2:25]3)=[O:28])[s:42]2)[c:36]([CH3:37])[c:35]1[Cl:38].